From a dataset of the Open Reaction Database (ORD), a public repository of structured organic reaction records. describe an organic reaction: reactants, conditions, products, and yield Reactants: [NH4+].[NH4+].C(C)OC(=O)COC1=C2C=CC(=CC2=CC(=C1)S(=O)(=O)O)NC(=O)NC1=CC=C2C(=CC(=CC2=C1)S(=O)(=O)[O-])O.C(C)OC(=O)COC1=C2C=CC(=CC2=CC(=C1)S(=O)(=O)O)NC(=O)NC1=CC=C2C(=CC(=CC2=C1)S(=O)(=O)[O-])O (7-[({5-[(ethoxycarbonyl)methoxy]-7-sulfo(2-naphthyl)}amino)carbonylamino]-4-hydroxy -naphthalene-2-sulfonic acid, diammonium salt), [OH-].[Na+] (NaOH), Cl (HCl). Conditions: time 18 hour. The product is [Na+].[Na+].OC1=C2C=CC(=CC2=CC(=C1)S(=O)(=O)O)NC(=O)NC=1C=C2C=C(C=C(C2=CC1)OCC(=O)[O-])S(=O)(=O)O.OC1=C2C=CC(=CC2=CC(=C1)S(=O)(=O)O)NC(=O)NC=1C=C2C=C(C=C(C2=CC1)OCC(=O)[O-])S(=O)(=O)O (2-(6-{[N-(5-hydroxy-7-sulfo(2-naphthyl))carbamoyl]amino}-3-sulfonaphthyloxy) acetic acid disodium salt). Reaction SMILES: [NH4+].[NH4+].C([O:5][C:6]([CH2:8][O:9][C:10]1[CH:19]=[C:18]([S:20]([OH:23])(=[O:22])=[O:21])[CH:17]=[C:16]2[C:11]=1[CH:12]=[CH:13][C:14]([NH:24][C:25]([NH:27][C:28]1[CH:37]=[C:36]3[C:31]([C:32]([OH:42])=[CH:33][C:34]([S:38]([O-:41])(=[O:40])=[O:39])=[CH:35]3)=[CH:30][CH:29]=1)=[O:26])=[CH:15]2)=[O:7])C.C([O:45][C:46]([CH2:48][O:49][C:50]1[CH:59]=[C:58]([S:60]([OH:63])(=[O:62])=[O:61])[CH:57]=[C:56]2[C:51]=1[CH:52]=[CH:53][C:54]([NH:64][C:65]([NH:67][C:68]1[CH:77]=[C:76]3[C:71]([C:72]([OH:82])=[CH:73][C:74]([S:78]([O-:81])(=[O:80])=[O:79])=[CH:75]3)=[CH:70][CH:69]=1)=[O:66])=[CH:55]2)=[O:47])C.[OH-].[Na+:84].Cl>>[Na+:84].[Na+:84].[OH:42][C:32]1[CH:33]=[C:34]([S:38]([OH:41])(=[O:40])=[O:39])[CH:35]=[C:36]2[C:31]=1[CH:30]=[CH:29][C:28]([NH:27][C:25]([NH:24][C:14]1[CH:15]=[C:16]3[C:11](=[CH:12][CH:13]=1)[C:10]([O:9][CH2:8][C:6]([O-:7])=[O:5])=[CH:19][C:18]([S:20]([OH:23])(=[O:22])=[O:21])=[CH:17]3)=[O:26])=[CH:37]2.[OH:82][C:72]1[CH:73]=[C:74]([S:78]([OH:81])(=[O:80])=[O:79])[CH:75]=[C:76]2[C:71]=1[CH:70]=[CH:69][C:68]([NH:67][C:65]([NH:64][C:54]1[CH:55]=[C:56]3[C:51](=[CH:52][CH:53]=1)[C:50]([O:49][CH2:48][C:46]([O-:47])=[O:45])=[CH:59][C:58]([S:60]([OH:63])(=[O:62])=[O:61])=[CH:57]3)=[O:66])=[CH:77]2 |f:0.1.2.3,4.5,7.8.9.10|. Procedure: To 25 mg (0.04 mmol) of compound 94 was added 1 mL of 5 N NaOH. The solution was allowed to stir for 18 hours at ambient temperature. The pH was lowered to 1 with aqueous HCl and the resulting solid was collected by vacuum filtration to afford 16 mg of compound 96. Reactants: [N+](=O)([O-])C1=CC=C(OC2=CC(=NC=C2)NC(=O)N2CCCC2)C=C1 (Pyrrolidine-1-carboxylic acid [4-(4-nitrophenoxy)pyridin-2-yl]amide). Reagents/catalysts: [OH-].[OH-].[Pd+2] (palladium hydroxide on carbon). Run in O1CCCC1 (tetrahydrofuran). Yields the product NC1=CC=C(OC2=CC(=NC=C2)NC(=O)N2CCCC2)C=C1 (Pyrrolidine-1-carboxylic acid [4-(4-aminophenoxy)pyridin-2-yl]amide). The yield is 105.5%. As a reaction SMILES: [N+:1]([C:4]1[CH:24]=[CH:23][C:7]([O:8][C:9]2[CH:14]=[CH:13][N:12]=[C:11]([NH:15][C:16]([N:18]3[CH2:22][CH2:21][CH2:20][CH2:19]3)=[O:17])[CH:10]=2)=[CH:6][CH:5]=1)([O-])=O>O1CCCC1.[OH-].[OH-].[Pd+2]>[NH2:1][C:4]1[CH:24]=[CH:23][C:7]([O:8][C:9]2[CH:14]=[CH:13][N:12]=[C:11]([NH:15][C:16]([N:18]3[CH2:22][CH2:21][CH2:20][CH2:19]3)=[O:17])[CH:10]=2)=[CH:6][CH:5]=1 |f:2.3.4|. Procedure: Pyrrolidine-1-carboxylic acid [4-(4-nitrophenoxy)pyridin-2-yl]amide (116.8 mg) was dissolved in tetrahydrofuran (3 ml), 20% palladium hydroxide on carbon (25.0 mg) was added under a nitrogen atmosphere at room temperature while stirring, followed by stirring under a hydrogen atmosphere for 7 hr. The atmosphere in the reaction vessel was replaced with nitrogen, and the catalyst was removed by filtration and washed with tetrahydrofuran. The solvent was removed under reduced pressure to provide the... Starting materials: O=C(CCCN1CC(CCC1)C1=CC(=CC=C1)O)C1=CC=C(C=C1)F (1-(4-oxo-4-[4-fluorophenyl]butyl)-3-(3-hydroxyphenyl)piperidine), [BH4-].[Na+] (sodium borohydride). The solvent is CO (methanol). Run at time 8 hour. Yields the product OC(CCCN1CC(CCC1)C1=CC(=CC=C1)O)C1=CC=C(C=C1)F (1-(4-Hydroxy-4-[4-fluorophenyl]butyl)-3-(3-hydroxyphenyl)piperidine). Yield: 7.3%. Reaction SMILES: [O:1]=[C:2]([C:19]1[CH:24]=[CH:23][C:22]([F:25])=[CH:21][CH:20]=1)[CH2:3][CH2:4][CH2:5][N:6]1[CH2:11][CH2:10][CH2:9][CH:8]([C:12]2[CH:17]=[CH:16][CH:15]=[C:14]([OH:18])[CH:13]=2)[CH2:7]1.[BH4-].[Na+]>CO>[OH:1][CH:2]([C:19]1[CH:20]=[CH:21][C:22]([F:25])=[CH:23][CH:24]=1)[CH2:3][CH2:4][CH2:5][N:6]1[CH2:11][CH2:10][CH2:9][CH:8]([C:12]2[CH:17]=[CH:16][CH:15]=[C:14]([OH:18])[CH:13]=2)[CH2:7]1 |f:1.2|. Procedure details: A mixture of 230 mg (5 mmole) of 1-(4-oxo-4-[4-fluorophenyl]butyl)-3-(3-hydroxyphenyl)piperidine and 193 mg (5 mmole) of sodium borohydride in 20 ml of methanol was stirred at room temperature overnight. The solvent was removed by evaporation in vacuo, and the residue was partitioned between ethyl acetate and water. The layers were separated, the aqueous phase was further extracted with ethyl acetate, and all the ethyl acetate phases were combined. The resulting ethyl acetate solution was washed... The reactants are ClCCCl, CC(C)(C)c1nnc(N)s1, CCOC(C)=O, ClCCl, CN(C)C=O, On1nnc2ccccc21, O=C(O)c1ccccc1I. The product is CC(C)(C)c1nnc(NC(=O)c2ccccc2I)s1. RXN SMILES: [CH2:11]([Cl:12])[CH2:13][Cl:14].[CH3:25][C:26]([CH3:27])([CH3:28])[c:29]1[n:30][n:31][c:32]([NH2:34])[s:33]1.[CH3:40][CH2:41][O:42][C:43](=[O:44])[CH3:45].[Cl:46][CH2:47][Cl:48].[O:35]=[CH:36][N:37]([CH3:38])[CH3:39].[OH:15][n:16]1[c:17]2[c:18]([cH:19][cH:20][cH:21][cH:22]2)[n:23][n:24]1.[OH:1][C:2](=[O:3])[c:4]1[cH:5][cH:6][cH:7][cH:8][c:9]1[I:10]>>[C:2](=[O:3])([c:4]1[cH:5][cH:6][cH:7][cH:8][c:9]1[I:10])[NH:34][c:32]1[n:31][n:30][c:29]([C:26]([CH3:25])([CH3:27])[CH3:28])[s:33]1. The reactants are solution A, solution A, CC(CNCC(C)O)O (di-isopropanol amine), isoprene glycol, NC1=CC=C(C(=O)OCCC)C=C1 (propyl p-aminobenzoate), NC1=CC=C(C(=O)OC)C=C1 (methyl p-aminobenzoate). Run in O (water). Run at temperature 80 celsius. Product: C=1C(=CC=C(C1)OC(=O)[C@H]2CC[C@@H](CC2)CN)CCC(=O)O (Cetraxate). As a reaction SMILES: CC(O)[CH2:3][NH:4]CC(O)C.N[C:11]1[CH:22]=[CH:21][C:14]([C:15]([O:17][CH2:18][CH2:19][CH3:20])=[O:16])=[CH:13][CH:12]=1.N[C:24]1[CH:33]=[CH:32][C:27]([C:28]([O:30]C)=[O:29])=C[CH:25]=1>O>[CH:24]1[C:33]([CH2:32][CH2:27][C:28]([OH:30])=[O:29])=[CH:20][CH:19]=[C:18]([O:17][C:15]([C@@H:14]2[CH2:21][CH2:22][C@@H:11]([CH2:3][NH2:4])[CH2:12][CH2:13]2)=[O:16])[CH:25]=1. Procedure details: A mixture comprising 100 grams of cetraxate hydrochloride, 10 grams of dibutyl adipate, 30 grams of propylene carbonate, 100 grams of olive oil, 30 grams of isopropyl myristate, 30 grams of isotridecyl myristate, 30 grams of behenyl alcohol, 40 grams of cetyl palmitate, 30 grams of stearic acid, 30 grams of polyoxy-ethylene (5)-glyceryl stearate, 30 grams of poly-ethylene glycol mono-stearate and 10 grams of polyoxy-ethylene (2) cetyl ether was dissolved by heating at 82° C. or higher to thereby...